From a dataset of the Open Reaction Database (ORD), a public repository of structured organic reaction records. describe an organic reaction: reactants, conditions, products, and yield Starting materials: CCOC(=O)c1cn(CC(=O)OC(C)(C)C)nc1C(F)(F)F, ClCCl, O=C(O)C(F)(F)F. The product is CCOC(=O)c1cn(CC(=O)O)nc1C(F)(F)F. RXN SMILES: [C:8]([CH3:9])([CH3:10])([CH3:11])[O:12][C:13]([CH2:14][n:15]1[n:16][c:17]([C:25]([F:26])([F:27])[F:28])[c:18]([C:20](=[O:21])[O:22][CH2:23][CH3:24])[cH:19]1)=[O:29].[Cl:30][CH2:31][Cl:32].[OH:1][C:2]([C:3]([F:4])([F:5])[F:6])=[O:7]>>[O:12]=[C:13]([CH2:14][n:15]1[n:16][c:17]([C:25]([F:26])([F:27])[F:28])[c:18]([C:20](=[O:21])[O:22][CH2:23][CH3:24])[cH:19]1)[OH:29]. The reactants are C(C1=CC=CC=C1)S (Benzylmercaptan), C[O-].[Na+] (sodium methoxide), [Na] (sodium), ClC=1SC=C(N1)Cl (2,4-dichlorothiazole). Run in C(C)O (ethanol). Run at time 15 minute. Yields the product ClC=1N=C(SC1)SCC1=CC=CC=C1 (4-chloro-2-phenylmethylthiothiazole). Yield: 90.7%. RXN SMILES: [CH2:1]([SH:8])[C:2]1[CH:7]=[CH:6][CH:5]=[CH:4][CH:3]=1.C[O-].[Na+].[Na].Cl[C:14]1[S:15][CH:16]=[C:17]([Cl:19])[N:18]=1>C(O)C>[Cl:19][C:17]1[N:18]=[C:14]([S:8][CH2:1][C:2]2[CH:7]=[CH:6][CH:5]=[CH:4][CH:3]=2)[S:15][CH:16]=1 |f:1.2,^1:11|. Reported procedure: Benzylmercaptan (24.8 g) was added dropwise to a solution of 10.8 g of sodium methoxide in 100 ml ethanol. After stirring 15 minutes, the ehtanolic solution of sodium benzylmercaptide was added dropwise to a solution of 30.8 g 2,4-dichlorothiazole [prepared by the method of P. Reynaud et al., Bull. Soc. Chim. France, 1735 (1962)], resulting in a temperature increase of 28° to 48°. When the exotherm subsided, the suspension was refluxed 1 hour, then the solvent was evaporated. Cold water (300 ml)... Reactants: O1COC2=C1C=C(C(=C2)N)N (Benzo[1,3]dioxole-5,6-diamine), S1C(=CC=C1)C(C(=O)O)=O ((thiophen-2-yl) oxo-acetic acid). Yields the product S1C(=CC=C1)C=1C(NC=2C=C3C(=CC2N1)OCO3)=O (7-thiophen-2-yl-5H-1,3-dioxa-5,8-diaza-cyclopenta[b]naphthalen-6-one). As a reaction SMILES: [O:1]1[C:5]2[CH:6]=[C:7]([NH2:11])[C:8]([NH2:10])=[CH:9][C:4]=2[O:3][CH2:2]1.[S:12]1[CH:16]=[CH:15][CH:14]=[C:13]1[C:17](=O)[C:18](O)=[O:19]>>[S:12]1[CH:16]=[CH:15][CH:14]=[C:13]1[C:17]1[C:18](=[O:19])[NH:10][C:8]2[CH:9]=[C:4]3[O:3][CH2:2][O:1][C:5]3=[CH:6][C:7]=2[N:11]=1. Reported procedure: The quinoxalin-2-one of the present example is prepared with Benzo[1,3]dioxole-5,6-diamine and (thiophen-2-yl) oxo-acetic acid via the method described in Example 12 to afford 7-thiophen-2-yl-5H-1,3-dioxa-5,8-diaza-cyclopenta[b]naphthalen-6-one. The reactants are O(C1=CC=CC=C1)CC(=O)N[C@@H]1C(N([C@@H]1SCC(=O)C1SCCC1)C(C(=O)OC(C)(C)C)=P(CCCC)(CCCC)CCCC)=O (t-Butyl 2-[(3R,4R)-3-phenoxyacetamido-4-[(RS)-tetrahydrothien-2-yl carbonylmethylthio]azetidin-2-on-1-yl]-2-tri-n-butylphosphoranylideneacetate). Solvent: C1(=CC=CC=C1)C (toluene). Product: O(C1=CC=CC=C1)CC(=O)N[C@H]1[C@@H]2N(C(=C(CS2)C2SCCC2)C(=O)OC(C)(C)C)C1=O (t-Butyl (6R,7R)-7-Phenoxyacetamido-3-(tetrahydrothien-2-yl)ceph-3-em-4-carboxylate). Isolated yield 21.1%. As a reaction SMILES: [O:1]([CH2:8][C:9]([NH:11][C@H:12]1[C@@H:15]([S:16][CH2:17][C:18]([CH:20]2[CH2:24][CH2:23][CH2:22][S:21]2)=O)[N:14]([C:25](=P(CCCC)(CCCC)CCCC)[C:26]([O:28][C:29]([CH3:32])([CH3:31])[CH3:30])=[O:27])[C:13]1=[O:46])=[O:10])[C:2]1[CH:7]=[CH:6][CH:5]=[CH:4][CH:3]=1>C1(C)C=CC=CC=1>[O:1]([CH2:8][C:9]([NH:11][C@@H:12]1[C:13](=[O:46])[N:14]2[C:25]([C:26]([O:28][C:29]([CH3:32])([CH3:31])[CH3:30])=[O:27])=[C:18]([CH:20]3[CH2:24][CH2:23][CH2:22][S:21]3)[CH2:17][S:16][C@H:15]12)=[O:10])[C:2]1[CH:7]=[CH:6][CH:5]=[CH:4][CH:3]=1. Reported procedure: t-Butyl 2-[(3R,4R)-3-phenoxyacetamido-4-[(RS)-tetrahydrothien-2-yl carbonylmethylthio]azetidin-2-on-1-yl]-2-tri-n-butylphosphoranylideneacetate (2.96 g) in toluene (100 ml) was heated under reflux for ca. 24 h. T.l.c. showed very small amounts of unchanged starting material. The solution was concentrated and flash chromatographed on silica gel eluting with 30, 40, 50 and 60% ethyl acetate/hexane. The first product to be eluted was the high Rf single diastereoisomer of the title compound (0.388 g... The reactants are C(=O)([O-])[O-].[K+].[K+] (K2CO3), Br.Br.OC1=CC=C(C=C1)N1CCNCC1 (1-(4-hydroxyphenyl)piperazine dihydrobromide), ClC1=NC=C(C=C1)C(F)(F)F (2-chloro-5-trifluoromethylpyridine), C(=O)([O-])[O-].[K+].[K+] (K2CO3), C(=O)([O-])[O-].[K+].[K+] (K2CO3). Solvent: CN(C)C=O (DMF). Conditions: temperature 80 celsius, time 9 hour. The product is OC1=CC=C(C=C1)N1CCN(CC1)C1=NC=C(C=C1)C(F)(F)F (1-(4-hydroxyphenyl)-4-(5-trifluoromethylpyrid-2-yl)piperazine). Isolated yield 57.3%. As a reaction SMILES: Br.Br.[OH:3][C:4]1[CH:9]=[CH:8][C:7]([N:10]2[CH2:15][CH2:14][NH:13][CH2:12][CH2:11]2)=[CH:6][CH:5]=1.Cl[C:17]1[CH:22]=[CH:21][C:20]([C:23]([F:26])([F:25])[F:24])=[CH:19][N:18]=1.C([O-])([O-])=O.[K+].[K+]>CN(C=O)C>[OH:3][C:4]1[CH:5]=[CH:6][C:7]([N:10]2[CH2:15][CH2:14][N:13]([C:17]3[CH:22]=[CH:21][C:20]([C:23]([F:26])([F:25])[F:24])=[CH:19][N:18]=3)[CH2:12][CH2:11]2)=[CH:8][CH:9]=1 |f:0.1.2,4.5.6|. Procedure: A mixture of 6.82 g (20 mmol) of 1-(4-hydroxyphenyl)piperazine dihydrobromide, 3.36 g (18.5 mmol) of 2-chloro-5-trifluoromethylpyridine, 2.91 g (21 mmol) of powdered K2CO3 and 76 ml of absolute DMF was warmed to 80° C., and 460 mg of powdered K2CO3 were added with stirring at 80° C. in each case after 10 minutes, after a further 25 minutes and after a further 60 minutes (a total of 1.38 g (10 mmol) of K2CO3), and the mixture was stirred for a further 9 hours at 80° C. After removing the DMF by d... Reactants: C1(CCCCC1)N=C=NC1CCCCC1 (dicyclohexylcarbodiimide), CN(C=O)C (dimethylformamide). The reagents and catalysts are C(C)N(CC)CC (triethylamine). The solvent is N1=CC=CC=C1 (pyridine). The product is CN(C)C1=NC=CC=C1 (dimethylaminopyridine). Reaction SMILES: [CH:1]1([N:7]=[C:8]=[N:9][CH:10]2[CH2:15][CH2:14][CH2:13]CC2)CCCCC1.[CH3:16]N(C)C=O>C(N(CC)CC)C.N1C=CC=CC=1>[CH3:16][N:7]([C:8]1[CH:13]=[CH:14][CH:15]=[CH:10][N:9]=1)[CH3:1]. Reported procedure: This condensation is carried out in solution either in dimethylformamide using triethylamine as catalyst for 20 to 24 hours, or in pyridine in the presence of dicyclohexylcarbodiimide for one night to three days or in the presence of dimethylaminopyridine to obtain ##STR28##